Dataset: the Open Reaction Database (ORD), a public repository of structured organic reaction records. Task: describe an organic reaction: reactants, conditions, products, and yield Reactants: C(=C1c2ccccc2CC1c1ccccc1)c1cncn1Cc1ccccc1, O=C1CC(c2ccccc2)Cc2ccccc21. The product is C(=C1CC(c2ccccc2)Cc2ccccc21)c1cncn1Cc1ccccc1. Reaction SMILES: [CH2:1]([c:2]1[cH:3][cH:4][cH:5][cH:6][cH:7]1)[n:8]1[cH:9][n:10][cH:11][c:12]1[CH:13]=[C:14]1[c:15]2[c:16]([cH:17][cH:18][cH:19][cH:20]2)[CH2:21][CH:22]1[c:23]1[cH:24][cH:25][cH:26][cH:27][cH:28]1.[c:29]1([CH:35]2[CH2:36][C:37](=[O:45])[c:38]3[cH:39][cH:40][cH:41][cH:42][c:43]3[CH2:44]2)[cH:30][cH:31][cH:32][cH:33][cH:34]1>>[CH2:1]([c:2]1[cH:3][cH:4][cH:5][cH:6][cH:7]1)[n:8]1[cH:9][n:10][cH:11][c:12]1[CH:13]=[C:37]1[CH2:36][CH:35]([c:29]2[cH:30][cH:31][cH:32][cH:33][cH:34]2)[CH2:44][c:43]2[c:38]1[cH:39][cH:40][cH:41][cH:42]2. Reactants: CC(O)c1cnc(Cl)c(Cl)c1, Clc1ccccc1, Cc1ccc(S(=O)(=O)O)cc1. Yields the product C=Cc1cnc(Cl)c(Cl)c1. Reaction SMILES: [Cl:1][c:2]1[cH:3][c:4]([CH:9]([CH3:10])[OH:11])[cH:5][n:6][c:7]1[Cl:8].[Cl:23][c:24]1[cH:25][cH:26][cH:27][cH:28][cH:29]1.[c:12]1([CH3:13])[cH:14][cH:15][c:16]([S:17]([OH:18])(=[O:19])=[O:20])[cH:21][cH:22]1>>[Cl:1][c:2]1[cH:3][c:4]([CH:9]=[CH2:10])[cH:5][n:6][c:7]1[Cl:8]. Starting materials: CCCn1c(=O)nc(SC)c2[nH]cnc21, ClCOCc1ccccc1, [H-], [Na+], O. Product: CCCn1c(=O)nc(SC)c2c1ncn2COCc1ccccc1. As a reaction SMILES: [CH3:1][S:2][c:3]1[c:4]2[nH:5][cH:6][n:7][c:8]2[n:9]([CH2:13][CH2:14][CH3:15])[c:10](=[O:12])[n:11]1.[Cl:18][CH2:19][O:20][CH2:21][c:22]1[cH:23][cH:24][cH:25][cH:26][cH:27]1.[H-:16].[Na+:17].[OH2:28]>>[CH3:1][S:2][c:3]1[c:4]2[n:5]([CH2:19][O:20][CH2:21][c:22]3[cH:23][cH:24][cH:25][cH:26][cH:27]3)[cH:6][n:7][c:8]2[n:9]([CH2:13][CH2:14][CH3:15])[c:10](=[O:12])[n:11]1. Reactants: FC1=C(C=CC(=C1)F)C1(OC1)C(C)(C)SCC1=CC=C(C=C1)OC ((-)-2-(2,4-difluorophenyl)-2-(1-((4-methoxyphenyl)methylthio)-1-methylethyl)oxirane), N1N=CN=C1 (1,2,4-triazole), C([O-])([O-])=O.[K+].[K+] (potassium carbonate). The solvent is CN(C)C=O (DMF). Conditions: temperature 105 celsius, time 17 hour. The product is FC1=C(C=CC(=C1)F)C(CN1N=CN=C1)(C(C)(C)SCC1=CC=C(C=C1)OC)O ((+)-2-(2,4-difluorophenyl)-3-((4-methoxyphenyl)methylthio)-3-methyl-1-(1H-1,2,4-triazol-1-yl)butan-2-ol). Yield: 94.3%. Reaction SMILES: [F:1][C:2]1[CH:7]=[C:6]([F:8])[CH:5]=[CH:4][C:3]=1[C:9]1([C:12]([S:15][CH2:16][C:17]2[CH:22]=[CH:21][C:20]([O:23][CH3:24])=[CH:19][CH:18]=2)([CH3:14])[CH3:13])[CH2:11][O:10]1.[NH:25]1[CH:29]=[N:28][CH:27]=[N:26]1.C(=O)([O-])[O-].[K+].[K+]>CN(C=O)C>[F:1][C:2]1[CH:7]=[C:6]([F:8])[CH:5]=[CH:4][C:3]=1[C:9]([OH:10])([C:12]([S:15][CH2:16][C:17]1[CH:22]=[CH:21][C:20]([O:23][CH3:24])=[CH:19][CH:18]=1)([CH3:14])[CH3:13])[CH2:11][N:25]1[CH:29]=[N:28][CH:27]=[N:26]1 |f:2.3.4|. Procedure: A mixture of 64.0 g (182 mmol) of (-)-2-(2,4-difluorophenyl)-2-(1-((4-methoxyphenyl)methylthio)-1-methylethyl)oxirane, 25.1 g (364 mmol) of 1,2,4-triazole, 50.3 g (364 mmol) of potassium carbonate, and 910 ml of DMF was stirred at 105° C. for 17 hours. After allowing the mixture to cool, the solvent was removed by distillation under reduced pressure, and to the residue were added dichloromethane and water. The organic layer was separated, washed with a saturated sodium chloride aqueous solution,... Starting materials: BrC1=C(C(=O)O)C=C(C=C1)OC (2-bromo-5-methoxybenzoic acid), C(CCC)[Li] (n-butyllithium), C1(CC1)CC(=O)N(C)OC (2-cyclopropyl-N-methoxy-N-methylacetamide). Product: C1(CC1)CC(=O)C1=C(C(=O)O)C=C(C=C1)OC (2-(2-cyclopropylacetyl)-5-methoxybenzoic acid). RXN SMILES: Br[C:2]1[CH:10]=[CH:9][C:8]([O:11][CH3:12])=[CH:7][C:3]=1[C:4]([OH:6])=[O:5].C([Li])CCC.[CH:18]1([CH2:21][C:22](N(OC)C)=[O:23])[CH2:20][CH2:19]1>>[CH:18]1([CH2:21][C:22]([C:2]2[CH:10]=[CH:9][C:8]([O:11][CH3:12])=[CH:7][C:3]=2[C:4]([OH:6])=[O:5])=[O:23])[CH2:20][CH2:19]1. Procedure: This compound is synthesized according to the method described in 3.2. by reacting 2-bromo-5-methoxybenzoic acid pretreated with n-butyllithium with 2-cyclopropyl-N-methoxy-N-methylacetamide. It is used in crude form in the following reaction. Starting materials: CC(C)C(O)(c1cccc(Br)c1)c1cn(C(c2ccccc2)(c2ccccc2)c2ccccc2)cn1, CCB(CC)c1cccnc1, c1ccc(P(c2ccccc2)(c2ccccc2)[Pd](P(c2ccccc2)(c2ccccc2)c2ccccc2)(P(c2ccccc2)(c2ccccc2)c2ccccc2)P(c2ccccc2)(c2ccccc2)c2ccccc2)cc1. The product is CC(C)C(O)(c1cccc(-c2cccnc2)c1)c1cn(C(c2ccccc2)(c2ccccc2)c2ccccc2)cn1. Reaction SMILES: [Br:1][c:2]1[cH:3][c:4]([C:8]([CH:9]([CH3:10])[CH3:11])([OH:12])[c:13]2[n:14][cH:15][n:16]([C:18]([c:19]3[cH:20][cH:21][cH:22][cH:23][cH:24]3)([c:25]3[cH:26][cH:27][cH:28][cH:29][cH:30]3)[c:31]3[cH:32][cH:33][cH:34][cH:35][cH:36]3)[cH:17]2)[cH:5][cH:6][cH:7]1.[CH2:37]([B:38]([CH2:39][CH3:46])[c:40]1[cH:41][n:42][cH:43][cH:44][cH:45]1)[CH3:47].[cH:48]1[cH:49][cH:50][c:51]([P:52]([Pd:53]([P:54]([c:55]2[cH:56][cH:57][cH:58][cH:59][cH:60]2)([c:61]2[cH:62][cH:63][cH:64][cH:65][cH:66]2)[c:67]2[cH:68][cH:69][cH:70][cH:71][cH:72]2)([P:73]([c:74]2[cH:75][cH:76][cH:77][cH:78][cH:79]2)([c:80]2[cH:81][cH:82][cH:83][cH:84][cH:85]2)[c:86]2[cH:87][cH:88][cH:89][cH:90][cH:91]2)[P:92]([c:93]2[cH:94][cH:95][cH:96][cH:97][cH:98]2)([c:99]2[cH:100][cH:101][cH:102][cH:103][cH:104]2)[c:105]2[cH:106][cH:107][cH:108][cH:109][cH:110]2)([c:111]2[cH:112][cH:113][cH:114][cH:115][cH:116]2)[c:117]2[cH:118][cH:119][cH:120][cH:121][cH:122]2)[cH:123][cH:124]1>>[c:2]1(-[c:40]2[cH:41][n:42][cH:43][cH:44][cH:45]2)[cH:3][c:4]([C:8]([CH:9]([CH3:10])[CH3:11])([OH:12])[c:13]2[n:14][cH:15][n:16]([C:18]([c:19]3[cH:20][cH:21][cH:22][cH:23][cH:24]3)([c:25]3[cH:26][cH:27][cH:28][cH:29][cH:30]3)[c:31]3[cH:32][cH:33][cH:34][cH:35][cH:36]3)[cH:17]2)[cH:5][cH:6][cH:7]1. The reactants are Cl.NO (hydroxylamine hydrochloride), CC=1N(C(=CC1)C)C1=NC(=C(C(=N1)C)OCC1=CC=CC=C1)CCCCCCCCCCOCC1=CC=CC=C1 (2-(2,5-Dimethyl-1H-pyrrol-1-yl)-5-benzyloxy-4-methyl-6-(10-benzyloxydecyl)-pyrimidine), Cl.NO (hydroxylamine hydrochloride), [OH-].[K+] (potassium hydroxide), [OH-].[Na+] (NaOH). Run in O (water), C(C)O.O (ethanol water). Product: NC1=NC(=C(C(=N1)C)OCC1=CC=CC=C1)CCCCCCCCCCOCC1=CC=CC=C1 (2-Amino-5-benzyloxy-4-methyl-6-(10-benzyloxydecyl)-pyrimidine). Reaction SMILES: CC1[N:3]([C:8]2[N:13]=[C:12]([CH3:14])[C:11]([O:15][CH2:16][C:17]3[CH:22]=[CH:21][CH:20]=[CH:19][CH:18]=3)=[C:10]([CH2:23][CH2:24][CH2:25][CH2:26][CH2:27][CH2:28][CH2:29][CH2:30][CH2:31][CH2:32][O:33][CH2:34][C:35]3[CH:40]=[CH:39][CH:38]=[CH:37][CH:36]=3)[N:9]=2)C(C)=CC=1.Cl.NO.[OH-].[K+].[OH-].[Na+]>C(O)C.O.O>[NH2:3][C:8]1[N:13]=[C:12]([CH3:14])[C:11]([O:15][CH2:16][C:17]2[CH:22]=[CH:21][CH:20]=[CH:19][CH:18]=2)=[C:10]([CH2:23][CH2:24][CH2:25][CH2:26][CH2:27][CH2:28][CH2:29][CH2:30][CH2:31][CH2:32][O:33][CH2:34][C:35]2[CH:36]=[CH:37][CH:38]=[CH:39][CH:40]=2)[N:9]=1 |f:1.2,3.4,5.6,7.8|. Procedure details: To stirred solution containing 343 mg (0.63 mmol) of 2-(2,5-dimethyl-1H-pyrrol-1-yl)-5-benzyloxy-4-methyl-6-(10-benzyloxydecyl)-pyrimidine (7) in 10 mL of ethanol-water 9:1 were added 500 mg (7.19 mmol) of hydroxylamine hydrochloride followed by 400 mg (7.14 mmol) of potassium hydroxide. The reaction mixture was then stirred at reflux under argon atmosphere overnight. A second portion of 500 mg (7.19 mmol) of hydroxylamine hydrochloride was added and the reaction mixture was stirred overnight at... Product: COc1ccc(CN2C(=O)C(CCCCl)Cc3cc([N+](=O)[O-])ccc32)cc1. Starting materials: C1CCOC1, COc1ccc(CN2C(=O)CCc3cc([N+](=O)[O-])ccc32)cc1, CC1=N[SiH](C)[Si](C)(C)C(C)=C1C, ClCCCI, [Li]. RXN SMILES: [CH2:42]1[O:43][CH2:44][CH2:45][CH2:46]1.[CH3:1][O:2][c:3]1[cH:4][cH:5][c:6]([CH2:7][N:8]2[C:9](=[O:21])[CH2:10][CH2:11][c:12]3[cH:13][c:14]([N+:18](=[O:19])[O-:20])[cH:15][cH:16][c:17]32)[cH:22][cH:23]1.[CH3:24][Si:25]1([CH3:26])[C:27]([CH3:28])=[C:29]([CH3:30])[C:31]([CH3:32])=[N:33][SiH:34]1[CH3:35].[I:37][CH2:38][CH2:39][CH2:40][Cl:41].[Li:36]>>[CH3:1][O:2][c:3]1[cH:4][cH:5][c:6]([CH2:7][N:8]2[C:9](=[O:21])[CH:10]([CH2:38][CH2:39][CH2:40][Cl:41])[CH2:11][c:12]3[cH:13][c:14]([N+:18](=[O:19])[O-:20])[cH:15][cH:16][c:17]32)[cH:22][cH:23]1. Reactants: N(=[N+]=[N-])CC(COCC)NC(OC(C)(C)C)=O (tert-butyl (1-azido-3-ethoxypropan-2-yl)carbamate). The reagents and catalysts are [Pd] (palladium on carbon). Run in CO (methanol). Conditions: time 14 hour. The product is NCC(COCC)NC(OC(C)(C)C)=O (tert-butyl (1-amino-3-ethoxypropan-2-yl)carbamate). As a reaction SMILES: [N:1]([CH2:4][CH:5]([NH:10][C:11](=[O:17])[O:12][C:13]([CH3:16])([CH3:15])[CH3:14])[CH2:6][O:7][CH2:8][CH3:9])=[N+]=[N-]>CO.[Pd]>[NH2:1][CH2:4][CH:5]([NH:10][C:11](=[O:17])[O:12][C:13]([CH3:16])([CH3:15])[CH3:14])[CH2:6][O:7][CH2:8][CH3:9]. Procedure: To a solution of tert-butyl (1-azido-3-ethoxypropan-2-yl)carbamate (1.3 g, 5.4 mmol) in methanol (40 mL) was added palladium on carbon (0.13 g, 10% w/w). The mixture was stirred under a hydrogen (15 psi) atmosphere at room temperature. After 14 hours, the reaction mixture was filtered and concentrated under reduced pressure to give tert-butyl (1-amino-3-ethoxypropan-2-yl)carbamate. MS ESI calc'd. for C10H23N2O3 [M+H]+ 219. found 219. 1H NMR (400 MHz, CD3OD) δ 3.93 (d, J=6.0 Hz, 1H), 3.59-3.51 (m...